The task is: describe an organic reaction: reactants, conditions, products, and yield. This data is from the Open Reaction Database (ORD), a public repository of structured organic reaction records. Reactants: CC(=O)Cl, CCOCC, Cn1c(C(F)(F)F)cc(=O)n(-c2cc(OCCO)c(Cl)cc2F)c1=O, c1ccncc1. The product is CC(=O)OCCOc1cc(-n2c(=O)cc(C(F)(F)F)n(C)c2=O)c(F)cc1Cl. As a reaction SMILES: [CH3:26][C:27]([Cl:28])=[O:29].[CH3:36][CH2:37][O:38][CH2:39][CH3:40].[Cl:1][c:2]1[cH:3][c:4]([F:25])[c:5](-[n:12]2[c:13](=[O:24])[n:14]([CH3:23])[c:15]([C:19]([F:20])([F:21])[F:22])[cH:16][c:17]2=[O:18])[cH:6][c:7]1[O:8][CH2:9][CH2:10][OH:11].[cH:30]1[cH:31][cH:32][n:33][cH:34][cH:35]1>>[Cl:1][c:2]1[cH:3][c:4]([F:25])[c:5](-[n:12]2[c:13](=[O:24])[n:14]([CH3:23])[c:15]([C:19]([F:20])([F:21])[F:22])[cH:16][c:17]2=[O:18])[cH:6][c:7]1[O:8][CH2:9][CH2:10][O:11][C:27]([CH3:26])=[O:29]. Reactants: BrC1=C(C(=O)OC)C=C(C=C1[N+](=O)[O-])Cl (methyl 2-bromo-5-chloro-3-nitrobenzoate), [Cl-].[NH4+] (ammonium chloride), O (water). Reagents/catalysts: [Fe] (iron). Solvent: CO (methanol). Reaction conditions: temperature 70 celsius, time 3 hour. The product is NC=1C(=C(C(=O)OC)C=C(C1)Cl)Br (methyl 3-amino-2-bromo-5-chlorobenzoate). Isolated yield 51.8%. RXN SMILES: [Br:1][C:2]1[C:11]([N+:12]([O-])=O)=[CH:10][C:9]([Cl:15])=[CH:8][C:3]=1[C:4]([O:6][CH3:7])=[O:5].[Cl-].[NH4+].O>CO.[Fe]>[NH2:12][C:11]1[C:2]([Br:1])=[C:3]([CH:8]=[C:9]([Cl:15])[CH:10]=1)[C:4]([O:6][CH3:7])=[O:5] |f:1.2|. Procedure details: To a solution of methyl 2-bromo-5-chloro-3-nitrobenzoate (4.0 g, 14 mmol) in methanol (130 ml) at room temperature was added ammonium chloride (7.13 g, 136 mmol) followed by deionized water (65 ml). The mixture was heated to 70° C. in air before the addition of iron (4.55 g, 81.5 mmol). The reaction was stirred at 70° C. for 3 hours, allowed to cool to room temperature and filtered through Kieselgel. The filter pad was washed with MeOH (65 ml) and the filtrate concentrated under reduced pressure... Starting materials: O=C([O-])O, CCOCC, CCOC(=O)Cl, NC1(C(=O)O)CCCC1, [Na+]. Product: CCOC(=O)NC1(C(=O)O)CCCC1. RXN SMILES: [C:10](=[O:11])([OH:12])[O-:13].[CH3:21][CH2:22][O:23][CH2:24][CH3:25].[Cl:15][C:16](=[O:17])[O:18][CH2:19][CH3:20].[NH2:1][C:2]1([C:7](=[O:8])[OH:9])[CH2:3][CH2:4][CH2:5][CH2:6]1.[Na+:14]>>[NH:1]([C:2]1([C:7](=[O:8])[OH:9])[CH2:3][CH2:4][CH2:5][CH2:6]1)[C:16](=[O:17])[O:18][CH2:19][CH3:20]. The reactants are ClC=1C=CC=2N(C(C3=C(N(C2N1)CC)N=CC(=C3)CCl)=O)C (2-chloro-8-chloromethyl-5,11-dihydro-11-ethyl-5-methyl-6H-dipyrido[3,2-b:2',3'-e][1,4]diazepin-6-one), SC1=CC=NC=C1 (4-mercaptopyridine). Yields the product ClC=1C=CC=2N(C(C3=C(N(C2N1)CC)N=CC(=C3)CSC3=CC=NC=C3)=O)C (2-chloro-5,11-dihydro-11-ethyl-5-methyl-8-(pyrid-4-ylthio)methyl-6H-dipyrido[3,2-b:2',3'-e][1,4]diazepin-6-one). Isolated yield 79.0%. As a reaction SMILES: [Cl:1][C:2]1[CH:3]=[CH:4][C:5]2[N:6]([CH3:22])[C:7](=[O:21])[C:8]3[CH:18]=[C:17]([CH2:19]Cl)[CH:16]=[N:15][C:9]=3[N:10]([CH2:13][CH3:14])[C:11]=2[N:12]=1.[SH:23][C:24]1[CH:29]=[CH:28][N:27]=[CH:26][CH:25]=1>>[Cl:1][C:2]1[CH:3]=[CH:4][C:5]2[N:6]([CH3:22])[C:7](=[O:21])[C:8]3[CH:18]=[C:17]([CH2:19][S:23][C:24]4[CH:29]=[CH:28][N:27]=[CH:26][CH:25]=4)[CH:16]=[N:15][C:9]=3[N:10]([CH2:13][CH3:14])[C:11]=2[N:12]=1. Procedure: Using a procedure analogous to that described in Example 117, the title compound, m.p. 140°-142° C., was prepared from 2-chloro-8-chloromethyl-5,11-dihydro-11-ethyl-5-methyl-6H-dipyrido[3,2-b:2',3'-e][1,4]diazepin-6-one and 4-mercaptopyridine. The yield was 79% of theory. Reactants: C(C(C)C)C1=CC=C(C=C1)C(CCCCC(=O)C1=CN(C2=CC=CC=C12)CCCC(=O)OCC)CCCC (ethyl 4-[3-[6-(4-isobutylphenyl)decanoyl]-1-indolyl]butyrate), C(C(C)C)C1=CC=C(C=C1)C(CCCCCCC(=O)C1=CN(C2=CC=CC=C12)CCCC(=O)OCC)CCC (ethyl 4-[3-[8-(4-isobutylphenyl)undecanoyl]-1-indolyl]butyrate). Product: C(C(C)C)C1=CC=C(C=C1)C(CCCCC(=O)C1=CN(C2=CC=CC=C12)CCCC(=O)O)CCCC (4-[3-[6-(4-isobutylphenyl)decanoyl]-1-indolyl]butyric acid). RXN SMILES: [CH2:1]([C:5]1[CH:10]=[CH:9][C:8]([CH:11]([CH2:35][CH2:36][CH2:37][CH3:38])[CH2:12][CH2:13][CH2:14][CH2:15][C:16]([C:18]2[C:26]3[C:21](=[CH:22][CH:23]=[CH:24][CH:25]=3)[N:20]([CH2:27][CH2:28][CH2:29][C:30]([O:32]CC)=[O:31])[CH:19]=2)=[O:17])=[CH:7][CH:6]=1)[CH:2]([CH3:4])[CH3:3].C(C1C=CC(C(CCC)CCCCCCC(C2C3C(=CC=CC=3)N(CCCC(OCC)=O)C=2)=O)=CC=1)C(C)C>>[CH2:1]([C:5]1[CH:10]=[CH:9][C:8]([CH:11]([CH2:35][CH2:36][CH2:37][CH3:38])[CH2:12][CH2:13][CH2:14][CH2:15][C:16]([C:18]2[C:26]3[C:21](=[CH:22][CH:23]=[CH:24][CH:25]=3)[N:20]([CH2:27][CH2:28][CH2:29][C:30]([OH:32])=[O:31])[CH:19]=2)=[O:17])=[CH:7][CH:6]=1)[CH:2]([CH3:3])[CH3:4]. Procedure: The procedure of Ex. 16 was repeated except that ethyl 4-[3-[6-(4-isobutylphenyl)decanoyl]-1-indolyl]butyrate obtained in Ex. 17 was used in place of ethyl 4-[3-[8-(4-isobutylphenyl)undecanoyl]-1-indolyl]butyrate to give 4-[3-[6-(4-isobutylphenyl)decanoyl]-1-indolyl]butyric acid. As a reaction SMILES: [CH2:1]([CH:3]1[O:5][CH2:4]1)Cl.[OH-].[Na+].O.[OH:9][C:10]([CH3:24])([CH3:23])[C:11]([C:13]1[CH:18]=[CH:17][C:16]([O:19][CH2:20][CH2:21][OH:22])=[CH:15][CH:14]=1)=[O:12]>S([O-])(O)(=O)=O.C([N+](CCCC)(CCCC)CCCC)CCC.COCCOC>[OH:9][C:10]([CH3:24])([CH3:23])[C:11]([C:13]1[CH:18]=[CH:17][C:16]([O:19][CH2:20][CH2:21][O:22][CH2:1][CH:3]2[CH2:4][O:5]2)=[CH:15][CH:14]=1)=[O:12] |f:1.2,5.6|. Procedure details: Epichlorohydrin (24 g, 0.261 mol) is added to a mixture of 16.31 g (0.408 mol) of sodium hydroxide, 45 ml of water, and 0.761 g (2.24 mmol) of tetrabutylammonium hydrogen sulfate that is previously cooled in an ice-water bath for 20 minutes. To this mixture is added dropwise over 45 minutes with rapid stirring, a solution of 10.32 g (46.0 mmol) of 2-hydroxy-1-[4-(2-hydroxy-ethoxy)phenyl]-2-methylpropan-1-one in 95 ml of 1,2-dimethoxyethane. The reaction mixture is stirred overnight at room tempe... Product: OC(C(=O)C1=CC=C(C=C1)OCCOCC1OC1)(C)C (2-Hydroxy-2-methyl-1-[4-(2-oxiranylmethoxyethoxy)phenyl]propan-1-one). The solvent is COCCOC (1,2-dimethoxyethane). Reactants: OC(C(=O)C1=CC=C(C=C1)OCCO)(C)C (2-hydroxy-1-[4-(2-hydroxy-ethoxy)phenyl]-2-methylpropan-1-one), C(Cl)C1CO1 (Epichlorohydrin), [OH-].[Na+] (sodium hydroxide), O (water). Reaction conditions: time 8 hour. The reagents and catalysts are S(=O)(=O)(O)[O-].C(CCC)[N+](CCCC)(CCCC)CCCC (tetrabutylammonium hydrogen sulfate). Reactants: O.C([O-])(O)=O.[Na+] (sodium bicarbonate water), C1CCC(CC1)N=C=NC2CCCCC2 (DCC), FC1=CC=C(C=C1)C1=C(N=C(N1)\C=C\C1=CC(=C(C=C1)N1C=NC(=C1)C)OC)C(=O)O (5-(4-fluorophenyl)-2-{(E)-2-[3-methoxy-4-(4-methyl-1H-imidazol-1-yl)phenyl]vinyl}-1H-imidazole-4-carboxylic acid), BrCCO (2-bromoethanol). Reagents/catalysts: CN(C)C=1C=CN=CC1 (DMAP). The solvent is C(C)(=O)OCC (ethyl acetate), CN(C)C=O (DMF). Conditions: time 15 hour. Product: FC1=CC=C(C=C1)C1=C(N=C(N1)\C=C\C1=CC(=C(C=C1)N1C=NC(=C1)C)OC)C(=O)OCCBr (2-bromoethyl 5-(4-fluorophenyl)-2-{(E)-2-[3-methoxy-4-(4-methyl-1H-imidazol-1-yl)phenyl]vinyl}-1H-imidazole-4-carboxylate). Reaction SMILES: C1CCC(N=C=NC2CCCCC2)CC1.[F:16][C:17]1[CH:22]=[CH:21][C:20]([C:23]2[NH:27][C:26](/[CH:28]=[CH:29]/[C:30]3[CH:35]=[CH:34][C:33]([N:36]4[CH:40]=[C:39]([CH3:41])[N:38]=[CH:37]4)=[C:32]([O:42][CH3:43])[CH:31]=3)=[N:25][C:24]=2[C:44]([OH:46])=[O:45])=[CH:19][CH:18]=1.[Br:47][CH2:48][CH2:49]O.O.C(=O)(O)[O-].[Na+]>CN(C1C=CN=CC=1)C.CN(C=O)C.C(OCC)(=O)C>[F:16][C:17]1[CH:18]=[CH:19][C:20]([C:23]2[NH:27][C:26](/[CH:28]=[CH:29]/[C:30]3[CH:35]=[CH:34][C:33]([N:36]4[CH:40]=[C:39]([CH3:41])[N:38]=[CH:37]4)=[C:32]([O:42][CH3:43])[CH:31]=3)=[N:25][C:24]=2[C:44]([O:46][CH2:49][CH2:48][Br:47])=[O:45])=[CH:21][CH:22]=1 |f:3.4.5|. Procedure: DCC (47 mg) was added to a solution of 5-(4-fluorophenyl)-2-{(E)-2-[3-methoxy-4-(4-methyl-1H-imidazol-1-yl)phenyl]vinyl}-1H-imidazole-4-carboxylic acid (80 mg) and 2-bromoethanol (0.27 mL), DMAP (5 mg) in DMF (3 mL), and the reaction solution was stirred at room temperature for 15 hours. Then, ethyl acetate and saturated sodium bicarbonate water were added to the reaction solution, and the organic layer was separated. The resulting organic layer was dried over anhydrous magnesium sulfate and the... The reactants are Cl (HCl), C(C)OC(=O)C1=NC(=C(C=C1)Br)C (5-bromo-6-methyl-pyridine-2-carboxylic acid ethyl ester), Pd(dppf), O1CCOCC1 (dioxane). Reagents/catalysts: [CH3-].[CH3-].[Zn+2] (dimethyl zink), [CH3-].[CH3-].[Zn+2] (Dimethyl zink). The solvent is CC(OCC)=O (EA), ice water. Run at time 1 hour. Product: C(C)OC(=O)C1=NC(=C(C=C1)C)C (5,6-dimethyl-pyridine-2-carboxylic acid ethyl ester). As a reaction SMILES: [CH2:1]([O:3][C:4]([C:6]1[CH:11]=[CH:10][C:9](Br)=[C:8]([CH3:13])[N:7]=1)=[O:5])[CH3:2].Cl.O1CCOC[CH2:16]1>CC(=O)OCC.[CH3-].[CH3-].[Zn+2]>[CH2:1]([O:3][C:4]([C:6]1[CH:11]=[CH:10][C:9]([CH3:16])=[C:8]([CH3:13])[N:7]=1)=[O:5])[CH3:2] |f:4.5.6|. Procedure details: Dimethyl zink (4.58 g, 48.0 mmol) is added to a solution of 5-bromo-6-methyl-pyridine-2-carboxylic acid ethyl ester (11.7 g, 48.0 mmol, see preparation of 5-isobutyl-6-methyl-pyridine-2-carboxylic acid) and Pd(dppf) (392 mg, 0.48 mmol) in dioxane (40 mL). The mixture becomes warm and is stirred at rt for 1 h. Another portion of dimethyl zink (4.58 g, 48.0 mmol) is added. The mixture is stirred at 100° C. for 2 h, then at 80° C. for 72 h before it is cooled to rt, and diluted with EA (250 mL) and...